From a dataset of the Open Reaction Database (ORD), a public repository of structured organic reaction records. describe an organic reaction: reactants, conditions, products, and yield Starting materials: COC(=O)C1=NC(=NC(=C1C=C)N)Cl (6-Amino-2-chloro-5-vinylpyrimidine-4-carboxylic acid methyl ester), ClC1=C(C(=C(C=C1)B1OC(C(O1)(C)C)(C)C)F)F (2-(4-chloro-2,3-difluorophenyl)-4,4,5,5-tetramethyl-[1,3,2]dioxaborolane), [F-].[Cs+] (cesium fluoride). Reagents/catalysts: Cl[Pd]([P](C1=CC=CC=C1)(C2=CC=CC=C2)C3=CC=CC=C3)([P](C4=CC=CC=C4)(C5=CC=CC=C5)C6=CC=CC=C6)Cl (bis(triphenylphosphine)-palladium(II) dichloride). Run in O (water), COCCOC (1,2-dimethoxyethane), C(C)(=O)OCC (ethyl acetate). Run at temperature 100 celsius, time 15 minute. The product is COC(=O)C1=NC(=NC(=C1C=C)N)C1=C(C(=C(C=C1)Cl)F)F (6-Amino-2-(4-chloro-2,3-difluorophenyl)-5-vinyl-pyrimidine-4-carboxylic acid methyl ester). Yield: 36.7%. As a reaction SMILES: [CH3:1][O:2][C:3]([C:5]1[C:10]([CH:11]=[CH2:12])=[C:9]([NH2:13])[N:8]=[C:7](Cl)[N:6]=1)=[O:4].[Cl:15][C:16]1[CH:21]=[CH:20][C:19](B2OC(C)(C)C(C)(C)O2)=[C:18]([F:31])[C:17]=1[F:32].[F-].[Cs+]>COCCOC.O.C(OCC)(=O)C.Cl[Pd](Cl)([P](C1C=CC=CC=1)(C1C=CC=CC=1)C1C=CC=CC=1)[P](C1C=CC=CC=1)(C1C=CC=CC=1)C1C=CC=CC=1>[CH3:1][O:2][C:3]([C:5]1[C:10]([CH:11]=[CH2:12])=[C:9]([NH2:13])[N:8]=[C:7]([C:19]2[CH:20]=[CH:21][C:16]([Cl:15])=[C:17]([F:32])[C:18]=2[F:31])[N:6]=1)=[O:4] |f:2.3,^1:50,69|. Procedure: 6-Amino-2-chloro-5-vinylpyrimidine-4-carboxylic acid methyl ester (0.6 g, 2.81 mmol), 2-(4-chloro-2,3-difluorophenyl)-4,4,5,5-tetramethyl-[1,3,2]dioxaborolane (1.0 g, 3.65 mmol), bis(triphenylphosphine)-palladium(II) dichloride (197 mg, 0.28 mmol), and cesium fluoride (0.85 g, 5.6 mmol) were combined in 10 mL of 1,2-dimethoxyethane (DME) and 10 mL of water. The reaction mixture was heated in a CEM microwave reactor at 100° C. for 15 min (other temperature/time pairs used in the subsequent exampl... Reactants: CC1CCC(C(C)C)C(O)C1, ClCCl, ClP(Cl)Cl. Product: CC1CCC(C(C)C)C(OP(Cl)Cl)C1. RXN SMILES: [CH:5]1([CH3:15])[CH2:6][CH:7]([OH:14])[CH:8]([CH:11]([CH3:12])[CH3:13])[CH2:9][CH2:10]1.[Cl:16][CH2:17][Cl:18].[Cl:1][P:2]([Cl:3])[Cl:4]>>[Cl:1][P:2]([Cl:4])[O:14][CH:7]1[CH2:6][CH:5]([CH3:15])[CH2:10][CH2:9][CH:8]1[CH:11]([CH3:12])[CH3:13]. The reactants are FC=1C(=C(C=CC1F)NC=C(C(=O)OCC)C(=O)OCC)O (diethyl N-(3,4-difluoro-2-hydroxyphenyl)aminomethylenemalonate), C([O-])([O-])=O.[K+].[K+] (potassium carbonate), C(C1=CC=CC=C1)Br (benzyl bromide). Solvent: CN(C=O)C (dimethylformamide). Reaction conditions: time 2 hour. The product is C(C1=CC=CC=C1)OC1=C(C=CC(=C1F)F)NC=C(C(=O)OCC)C(=O)OCC (diethyl N-(2-benzyloxy-3,4-difluorophenyl)-aminomethylenemalonate). As a reaction SMILES: [F:1][C:2]1[C:3]([OH:22])=[C:4]([NH:9][CH:10]=[C:11]([C:17]([O:19][CH2:20][CH3:21])=[O:18])[C:12]([O:14][CH2:15][CH3:16])=[O:13])[CH:5]=[CH:6][C:7]=1[F:8].C(=O)([O-])[O-].[K+].[K+].[CH2:29](Br)[C:30]1[CH:35]=[CH:34][CH:33]=[CH:32][CH:31]=1>CN(C)C=O>[CH2:29]([O:22][C:3]1[C:2]([F:1])=[C:7]([F:8])[CH:6]=[CH:5][C:4]=1[NH:9][CH:10]=[C:11]([C:17]([O:19][CH2:20][CH3:21])=[O:18])[C:12]([O:14][CH2:15][CH3:16])=[O:13])[C:30]1[CH:35]=[CH:34][CH:33]=[CH:32][CH:31]=1 |f:1.2.3|. Procedure: To a mixture of diethyl N-(3,4-difluoro-2-hydroxyphenyl)aminomethylenemalonate (80 mg) and anhydrous potassium carbonate (70 mg) in dry dimethylformamide (1.5 ml) was added benzyl bromide (30 μl). The mixture was stirred at room temperature for 2 hours. After removal of the solvent under reduced pressure, the residue was dissolved in dichloromethane and the precipitate was filtered off. The filtrate was washed with water, dried over anhydrous sodium sulfate and evaporated. The crystalline residu... Starting materials: C=COC(C)=O, Cc1ccccc1, OCCc1ccccc1F, [Na+], [Na+], O=C([O-])[O-]. Yields the product C=COCCc1ccccc1F. RXN SMILES: [CH3:11][C:12]([O:13][CH:14]=[CH2:15])=[O:16].[CH3:23][c:24]1[cH:25][cH:26][cH:27][cH:28][cH:29]1.[F:1][c:2]1[c:3]([CH2:8][CH2:9][OH:10])[cH:4][cH:5][cH:6][cH:7]1.[Na+:17].[Na+:18].[O-:19][C:20](=[O:21])[O-:22]>>[F:1][c:2]1[c:3]([CH2:8][CH2:9][O:10][CH:11]=[CH2:12])[cH:4][cH:5][cH:6][cH:7]1. The solvent is C1CCOC1 (THF), CO (methanol). RXN SMILES: C[O:2][C:3](=[O:30])[C:4]([NH:7][C:8]([C:10]1[CH:19]=[CH:18][C:17]2[C:12](=[CH:13][CH:14]=[CH:15][CH:16]=2)[C:11]=1[O:20][CH2:21][C:22]1[CH:23]=[N:24][C:25]([O:28][CH3:29])=[CH:26][CH:27]=1)=[O:9])([CH3:6])[CH3:5].[OH-].[Na+].O.Cl>C1COCC1.CO>[CH3:29][O:28][C:25]1[N:24]=[CH:23][C:22]([CH2:21][O:20][C:11]2[C:12]3[C:17](=[CH:16][CH:15]=[CH:14][CH:13]=3)[CH:18]=[CH:19][C:10]=2[C:8]([NH:7][C:4]([CH3:6])([CH3:5])[C:3]([OH:30])=[O:2])=[O:9])=[CH:27][CH:26]=1 |f:1.2|. Conditions: time 4 hour. Procedure details: To 191 mg 2-{[1-(6-Methoxy-pyridin-3-ylmethoxy)-naphthalene-2-carbonyl]-amino}-2-methyl-propionic acid methyl ester in 6 mL THF and 1 mL methanol was added 2.3 mL of 1M aqueous sodium hydroxide solution. After stirring at room temperature for 4 h the mixture was poured into cold water, acidified to pH 4 with 2M HCl and extracted with ethyl acetate three times. The combined organic layers were dried over magnesium sulphate, filtrated and concentrated to provide a yellow oil, which could be crysta... Product: COC1=CC=C(C=N1)COC1=C(C=CC2=CC=CC=C12)C(=O)NC(C(=O)O)(C)C (2-{[1-(6-methoxy-pyridin-3-ylmethoxy)-naphthalene-2-carbonyl]-amino}-2-methyl-propionic acid). Reactants: COC(C(C)(C)NC(=O)C1=C(C2=CC=CC=C2C=C1)OCC=1C=NC(=CC1)OC)=O (2-{[1-(6-Methoxy-pyridin-3-ylmethoxy)-naphthalene-2-carbonyl]-amino}-2-methyl-propionic acid methyl ester), [OH-].[Na+] (sodium hydroxide), Cl (HCl), O (water). Isolated yield 23.9%.